Task: describe an organic reaction: reactants, conditions, products, and yield. Dataset: the Open Reaction Database (ORD), a public repository of structured organic reaction records Starting materials: [Br-], CC(C)(C)c1cc(C=O)no1, C[Mg+], C1CCOC1, O. Yields the product CC(O)c1cc(C(C)(C)C)on1. Reaction SMILES: [Br-:12].[C:1]([CH3:2])([CH3:3])([CH3:4])[c:5]1[cH:6][c:7]([CH:10]=[O:11])[n:8][o:9]1.[CH3:13][Mg+:14].[O:16]1[CH2:17][CH2:18][CH2:19][CH2:20]1.[OH2:15]>>[C:1]([CH3:2])([CH3:3])([CH3:4])[c:5]1[cH:6][c:7]([CH:10]([OH:11])[CH3:13])[n:8][o:9]1. Reactants: OC1=CC=C(C=O)C=C1 (p-hydroxybenzaldehyde), Cl.N[C@@H](CCCCN)C(=O)O (L-lysine.hydrochloride), OC=1C=C(C=O)C=CC1O (3,4-dihydroxybenzaldehyde), NCC(=O)O (glycine). The product is OC=1C=C(C=C2C(NC(N2)=O)=O)C=CC1O (5-(3,4-Dihydroxybenzylidene)-hydantoin). Reaction SMILES: Cl.[NH2:2][C@H:3]([C:9]([OH:11])=O)CCCCN.[OH:12][C:13]1[CH:14]=[C:15]([CH:18]=[CH:19][C:20]=1[OH:21])[CH:16]=O.[NH2:22]CC(O)=O.OC1C=CC([CH:32]=[O:33])=CC=1>>[OH:12][C:13]1[CH:14]=[C:15]([CH:18]=[CH:19][C:20]=1[OH:21])[CH:16]=[C:3]1[NH:2][C:32](=[O:33])[NH:22][C:9]1=[O:11] |f:0.1|. Reported procedure: 5-(3,4-Dihydroxybenzylidene)-hydantoin was prepared in the same manner as in Example 4, except that 45.7 g (0.25 mol) of L-lysine.hydrochloride and 69.1 g (0.50 mol) of 3,4-dihydroxybenzaldehyde were used in lieu of glycine and p-hydroxybenzaldehyde, respectively. During the reaction, the pH of the reaction mixture was 9.4 to 9.2. Starting materials: O1CCOC12CC=C(CC2)C2=NC=C(C=C2)[N+](=O)[O-] (2-(1,4-dioxaspiro[4.5]dec-7-en-8-yl)-5-nitropyridine). The reagents and catalysts are [Pd] (palladium on carbon). The solvent is CO (MeOH). Run at time 16 hour. The product is O1CCOC12CCC(CC2)C2=CC=C(C=N2)N (6-(1,4-Dioxaspiro[4.5]dec-8-yl)pyridin-3-amine). Yield: 87.6%. RXN SMILES: [O:1]1[C:5]2([CH2:10][CH2:9][C:8]([C:11]3[CH:16]=[CH:15][C:14]([N+:17]([O-])=O)=[CH:13][N:12]=3)=[CH:7][CH2:6]2)[O:4][CH2:3][CH2:2]1>[Pd].CO>[O:1]1[C:5]2([CH2:10][CH2:9][CH:8]([C:11]3[N:12]=[CH:13][C:14]([NH2:17])=[CH:15][CH:16]=3)[CH2:7][CH2:6]2)[O:4][CH2:3][CH2:2]1. Procedure details: Wet 50% palladium on carbon (750 mg) was added to a solution of 2-(1,4-dioxaspiro[4.5]dec-7-en-8-yl)-5-nitropyridine (3.96 g, 15.11 mmol), prepared as above, in MeOH (500 mL). The reaction mixture was deoxygenated by evacuation and placed under an atmosphere of hydrogen (5 cycles) then stirred for 16 h. The mixture was filtered, and the filtrate concentrated to give the title compound (3.10 g, 87%) as a solid;